The task is: describe an organic reaction: reactants, conditions, products, and yield. This data is from the Open Reaction Database (ORD), a public repository of structured organic reaction records. Reactants: C(C1=CC=CC=C1)OC(=O)C1=C(C=CC(=C1)[N+](=O)[O-])C=1C(=CC=CC1)C(=O)O (2′-benzyloxycarbonyl-4′-nitro-2-biphenylcarboxylic acid), [N+](=[N-])=C (diazomethane), FC(S(=O)(=O)OC1=C(C(=O)OCC2=CC=CC=C2)C=C(C=C1)[N+](=O)[O-])(F)F (Benzyl 2-trifluoromethylsulfonyloxy-5-nitrobenzoate). Run in ether-ethyl acetate, C(C)(=O)O (Acetic acid). Yields the product C(C1=CC=CC=C1)OC(=O)C1=C(C=CC(=C1)[N+](=O)[O-])C=1C(=CC=CC1)C(=O)OC (Methyl 2′-benzyloxycarbonyl-4′-nitro-2-biphenylcarboxylate). RXN SMILES: [CH2:1]([O:8][C:9]([C:11]1[CH:16]=[C:15]([N+:17]([O-:19])=[O:18])[CH:14]=[CH:13][C:12]=1[C:20]1[C:21]([C:26]([OH:28])=[O:27])=[CH:22][CH:23]=[CH:24][CH:25]=1)=[O:10])[C:2]1[CH:7]=[CH:6][CH:5]=[CH:4][CH:3]=1.F[C:30](F)(F)S(OC1C=CC([N+]([O-])=O)=CC=1C(OCC1C=CC=CC=1)=O)(=O)=O.[N+](=C)=[N-]>C(O)(=O)C>[CH2:1]([O:8][C:9]([C:11]1[CH:16]=[C:15]([N+:17]([O-:19])=[O:18])[CH:14]=[CH:13][C:12]=1[C:20]1[C:21]([C:26]([O:28][CH3:30])=[O:27])=[CH:22][CH:23]=[CH:24][CH:25]=1)=[O:10])[C:2]1[CH:3]=[CH:4][CH:5]=[CH:6][CH:7]=1. Procedure: To a solution of 2′-benzyloxycarbonyl-4′-nitro-2-biphenylcarboxylic acid (2.8 g) which was prepared by the same procedure as a series of reaction of Reference Example 4→Reference Example 5, using Benzyl 2-trifluoromethylsulfonyloxy-5-nitrobenzoate, in ether-ethyl acetate (1:1, 40 ml), diazomethane (30 ml) was added. Acetic acid was added to the reaction mixture, and the solution was concentrated. The residue was purified by column chromatography on silica gel (hexane:ethyl acetate=5:2) to give t... The reactants are C(CC)C=1NC=C(N1)CO (2-n-propyl-4-imidazolemethanol), [N+](=O)(O)[O-] (HNO3). Product: C(CC)C=1NC=C(N1)C=O (2-n-Propyl-4-imidazolecarboxaldehyde). RXN SMILES: [CH2:1]([C:4]1[NH:5][CH:6]=[C:7]([CH2:9][OH:10])[N:8]=1)[CH2:2][CH3:3].[N+]([O-])(O)=O>>[CH2:1]([C:4]1[NH:5][CH:6]=[C:7]([CH:9]=[O:10])[N:8]=1)[CH2:2][CH3:3]. Procedure: A solution of 108.6 gm. of 2-n-propyl-4-imidazolemethanol in 107 ml. of concentrated HNO3 is reacted as in Example 15, giving the desired product, m.p. 103.5°-105.5° C. Starting materials: CN (methylamine), C1=C(OC=C(C1=O)O)CO (kojic acid). The solvent is O (water). Yields the product OCC1=CC(C(=CN1C)O)=O (6-hydroxymethyl-3-hydroxy-1-methyl-4-pyridinone). Reaction SMILES: [CH3:1][NH2:2].[CH:3]1[C:8](=[O:9])[C:7]([OH:10])=[CH:6]O[C:4]=1[CH2:11][OH:12]>O>[OH:12][CH2:11][C:4]1[N:2]([CH3:1])[CH:6]=[C:7]([OH:10])[C:8](=[O:9])[CH:3]=1. Procedure: A solution of 40% methylamine in water is added to a solution of kojic acid dissolved in hot distilled water. The pH of this solution is adjusted to 9.8 by the addition of HCl solution. The mixture is kept under reflux overnight and then decolorized with activated charcoal. The solvent is removed under reduced pressure. The white product is obtained upon recrystallization from hot water. Starting materials: CO, O=c1n(-c2ccc(O)cc2)c2ncccc2n1C1CC1, Cn1c(Cl)nc2ccccc21, [H-], [Na+], CN(C)C=O. Product: Cn1c(Oc2ccc(-n3c(=O)n(C4CC4)c4cccnc43)cc2)nc2ccccc21. Reaction SMILES: [CH3:39][OH:40].[CH:12]1([n:15]2[c:16](=[O:31])[n:17](-[c:24]3[cH:25][cH:26][c:27]([OH:30])[cH:28][cH:29]3)[c:18]3[n:19][cH:20][cH:21][cH:22][c:23]23)[CH2:13][CH2:14]1.[Cl:1][c:2]1[n:3][c:4]2[c:5]([n:6]1[CH3:7])[cH:8][cH:9][cH:10][cH:11]2.[H-:33].[Na+:32].[O:34]=[CH:35][N:36]([CH3:37])[CH3:38]>>[c:2]1([O:30][c:27]2[cH:26][cH:25][c:24](-[n:17]3[c:16](=[O:31])[n:15]([CH:12]4[CH2:13][CH2:14]4)[c:23]4[c:18]3[n:19][cH:20][cH:21][cH:22]4)[cH:29][cH:28]2)[n:3][c:4]2[c:5]([n:6]1[CH3:7])[cH:8][cH:9][cH:10][cH:11]2. Starting materials: [H][H], C1CCOC1, COCc1cccc(C=CC(O)c2ccccc2)c1NC(=O)CC1c2ccccc2Oc2ccccc21. Product: COCc1cccc(CCC(O)c2ccccc2)c1NC(=O)CC1c2ccccc2Oc2ccccc21. Reaction SMILES: [H:38][H:39].[O:40]1[CH2:41][CH2:42][CH2:43][CH2:44]1.[OH:1][CH:2]([CH:3]=[CH:4][c:5]1[c:6]([NH:14][C:15]([CH2:16][CH:17]2[c:18]3[cH:19][cH:20][cH:21][cH:22][c:23]3[O:24][c:25]3[cH:26][cH:27][cH:28][cH:29][c:30]32)=[O:31])[c:7]([CH2:11][O:12][CH3:13])[cH:8][cH:9][cH:10]1)[c:32]1[cH:33][cH:34][cH:35][cH:36][cH:37]1>>[OH:1][CH:2]([CH2:3][CH2:4][c:5]1[c:6]([NH:14][C:15]([CH2:16][CH:17]2[c:18]3[cH:19][cH:20][cH:21][cH:22][c:23]3[O:24][c:25]3[cH:26][cH:27][cH:28][cH:29][c:30]32)=[O:31])[c:7]([CH2:11][O:12][CH3:13])[cH:8][cH:9][cH:10]1)[c:32]1[cH:33][cH:34][cH:35][cH:36][cH:37]1. Starting materials: ClCCl, CN(C)c1ccncc1, CS(=O)(=O)Cl, OC1CC=CC1, [Na+], O=C([O-])O. The product is CS(=O)(=O)OC1CC=CC1. Reaction SMILES: [CH2:17]([Cl:18])[Cl:19].[CH3:20][N:21]([c:22]1[cH:23][cH:24][n:25][cH:26][cH:27]1)[CH3:28].[CH3:7][S:8]([Cl:9])(=[O:10])=[O:11].[CH:1]1([OH:6])[CH2:2][CH:3]=[CH:4][CH2:5]1.[Na+:16].[O-:12][C:13]([OH:14])=[O:15]>>[CH:1]1([O:6][S:8]([CH3:7])(=[O:10])=[O:11])[CH2:2][CH:3]=[CH:4][CH2:5]1.